describe an organic reaction: reactants, conditions, products, and yield From a dataset of the Open Reaction Database (ORD), a public repository of structured organic reaction records. Reactants: CCCc1cc(O)nc(SCC)n1, [Cl-], C[N+](C)=CCl, ClC(Cl)Cl. Yields the product CCCc1cc(Cl)nc(SCC)n1. Reaction SMILES: [CH2:1]([CH3:2])[S:3][c:4]1[n:5][c:6]([CH2:11][CH2:12][CH3:13])[cH:7][c:8]([OH:10])[n:9]1.[Cl-:14].[Cl:15][CH:16]=[N+:17]([CH3:18])[CH3:19].[Cl:20][CH:21]([Cl:22])[Cl:23]>>[CH2:1]([CH3:2])[S:3][c:4]1[n:5][c:6]([CH2:11][CH2:12][CH3:13])[cH:7][c:8]([Cl:15])[n:9]1. The reactants are BrC=1C=C2CN(C(C2=C(C1)C)=O)CC1=CC=C(C=C1)OC(F)(F)F (5-Bromo-7-methyl-2-(4-trifluoromethoxy-benzyl)-2,3-dihydro-isoindol-1-one), CN(CC#C)C (1-dimethylamino-2-propyne), trimethylacteylene. The reagents and catalysts are Cl[Pd]([P](C1=CC=CC=C1)(C2=CC=CC=C2)C3=CC=CC=C3)([P](C4=CC=CC=C4)(C5=CC=CC=C5)C6=CC=CC=C6)Cl (Pd(PPh3)2Cl2), [Cu](I)I (copper iodide). Product: CN(CC#CC=1C=C2CN(C(C2=C(C1)C)=O)CC1=CC=C(C=C1)OC(F)(F)F)C (5-(3-Dimethylamino-prop-1-ynyl)-7-methyl-2-(4-trifluoromethoxy-benzyl)-2,3-dihydro-isoindol-1-one). The yield is 5.6%. RXN SMILES: Br[C:2]1[CH:3]=[C:4]2[C:8](=[C:9]([CH3:11])[CH:10]=1)[C:7](=[O:12])[N:6]([CH2:13][C:14]1[CH:19]=[CH:18][C:17]([O:20][C:21]([F:24])([F:23])[F:22])=[CH:16][CH:15]=1)[CH2:5]2.[CH3:25][N:26]([CH3:30])[CH2:27][C:28]#[CH:29]>Cl[Pd](Cl)([P](C1C=CC=CC=1)(C1C=CC=CC=1)C1C=CC=CC=1)[P](C1C=CC=CC=1)(C1C=CC=CC=1)C1C=CC=CC=1.[Cu](I)I>[CH3:25][N:26]([CH3:30])[CH2:27][C:28]#[C:29][C:2]1[CH:3]=[C:4]2[C:8](=[C:9]([CH3:11])[CH:10]=1)[C:7](=[O:12])[N:6]([CH2:13][C:14]1[CH:19]=[CH:18][C:17]([O:20][C:21]([F:23])([F:24])[F:22])=[CH:16][CH:15]=1)[CH2:5]2 |^1:33,52|. Reported procedure: 5-Bromo-7-methyl-2-(4-trifluoromethoxy-benzyl)-2,3-dihydro-isoindol-1-one (50 mg, 0.125 mmol), 1-dimethylamino-2-propyne (194 μL, 0.14 mmol), trimethylacteylene (20 μL, 0.14 mmol), Pd(PPh3)2Cl2 (1.9 mg, 0.003 mmol) and copper iodide (1.0 mg, 0.006 mmol) were stirred together at 120° C. for 30 minutes. The reaction was cooled and partitioned between aqueous NaHCO3 and EtOAc, and the organic was washed with 1N HCl and then basified with 1N NaOH, extracting with EtOAc. The solvent was removed under... Reactants: ClC1=NC=NC(=C1C)C (4-chloro-5,6-dimethylpyrimidine), C(C)C1=CC=C(N)C=C1 (p-ethylaniline). Conditions: temperature 150 celsius. Yields the product C(C)C1=CC=C(NC2=NC=NC(=C2C)C)C=C1 (4-(4-Ethylanilino)-5,6-dimethylpyrimidine). The yield is 70.4%. As a reaction SMILES: Cl[C:2]1[C:7]([CH3:8])=[C:6]([CH3:9])[N:5]=[CH:4][N:3]=1.[CH2:10]([C:12]1[CH:18]=[CH:17][C:15]([NH2:16])=[CH:14][CH:13]=1)[CH3:11]>>[CH2:10]([C:12]1[CH:18]=[CH:17][C:15]([NH:16][C:2]2[C:7]([CH3:8])=[C:6]([CH3:9])[N:5]=[CH:4][N:3]=2)=[CH:14][CH:13]=1)[CH3:11]. Procedure details: To 4.3 g (0.03 mole) of 4-chloro-5,6-dimethylpyrimidine were added 3.6 g (0.03 mole) of p-ethylaniline; the mixture was then heated at 150° C. for about 3 minutes. The reaction mixture quickly became a solution which, on cooling, precipitated crystals. These crystals were separated and then made alkaline by the addition of 50 ml of a dilute aqueous solution of sodium hydroxide. The insolubles were extracted with about 100ml of ethyl acetate and the resulting extract was washed, in turn, with wat... As a reaction SMILES: [C:1]1([CH3:8])[CH:6]=[CH:5][C:4]([SH:7])=[CH:3][CH:2]=1.C[O-].[Na+].CN(C=O)C.C1(C)C=CC(S(O[CH:27]([C:30]2[CH:35]=[CH:34][CH:33]=[C:32]([C:36](=[O:43])[C:37]3[CH:42]=[CH:41][CH:40]=[CH:39][CH:38]=3)[CH:31]=2)[C:28]#[N:29])(=O)=O)=CC=1>CO.O>[C:1]1([CH3:8])[CH:6]=[CH:5][C:4]([S:7][CH:27]([C:30]2[CH:35]=[CH:34][CH:33]=[C:32]([C:36](=[O:43])[C:37]3[CH:42]=[CH:41][CH:40]=[CH:39][CH:38]=3)[CH:31]=2)[C:28]#[N:29])=[CH:3][CH:2]=1 |f:1.2|. Procedure details: p-Toluenethiol (372 mg) was dissolved in 2 ml of anhydrous methanol, and 1.20 ml of a 2.5 M methanol solution of sodium methoxide was added at room temperature in an atmosphere or argon. The mixture was cooled to -15° C., and stirred. Then, 4 ml of an anhhdrous DMF solution containing 1.170 g of O-(p-toluenesulfonyl)-m-benzoylmandelonitrile was added over 10 minutes. With continued stirring, the mixture was gradually warmed, and in 30 minutes, the temperature rose to 0° C. At this time, 30 ml of... The solvent is O (water), CO (methanol), CO (methanol). Reactants: C1(=CC=C(C=C1)S)C (p-Toluenethiol), CN(C)C=O (DMF), C1(=CC=C(C=C1)S(=O)(=O)OC(C#N)C1=CC(=CC=C1)C(C1=CC=CC=C1)=O)C (O-(p-toluenesulfonyl)-m-benzoylmandelonitrile), C[O-].[Na+] (sodium methoxide). Conditions: temperature -15 celsius, time 30 minute. Isolated yield 81.5%. The product is C1(=CC=C(C=C1)SC(C#N)C1=CC(=CC=C1)C(C1=CC=CC=C1)=O)C (alpha-(p-tolylthio)(m-benzoylphenyl)acetonitrile). Procedure: A solution of 30 g of 4-hydroxybenzaldehyde and 46 g of isopropyl bromide in 300 ml of N,N-dimethylformamide is treated with 104 g of finely powdered potassium carbonate and the mixture is stirred at 58° C. overnight. The suspension is suction filtered and the filtrate is concentrated in a vacuum. A solution of the residue in 100 ml of diethyl ether is washed twice with 100 ml of water each time, dried over sodium sulphate and concentrated. Chromatography of the crude product on silica gel with ... Reactants: OC1=CC=C(C=O)C=C1 (4-hydroxybenzaldehyde), C(C)(C)Br (isopropyl bromide), C([O-])([O-])=O.[K+].[K+] (potassium carbonate). Run in CN(C=O)C (N,N-dimethylformamide). As a reaction SMILES: [OH:1][C:2]1[CH:9]=[CH:8][C:5]([CH:6]=[O:7])=[CH:4][CH:3]=1.[CH:10](Br)([CH3:12])[CH3:11].C(=O)([O-])[O-].[K+].[K+]>CN(C)C=O>[CH:10]([O:1][C:2]1[CH:9]=[CH:8][C:5]([CH:6]=[O:7])=[CH:4][CH:3]=1)([CH3:12])[CH3:11] |f:2.3.4|. The product is 40g, C(C)(C)OC1=CC=C(C=O)C=C1 (4-(isopropyloxy)benzaldehyde). Reaction conditions: temperature 58 celsius, time 8 hour. Reactants: C1CCOC1, CCOC(C)([PH2]=O)c1ccc(C(=O)OC)cc1, CO, [Na+], [OH-], O. The product is CCOC(C)([PH2]=O)c1ccc(C(=O)O)cc1. RXN SMILES: [CH2:20]1[O:21][CH2:22][CH2:23][CH2:24]1.[CH3:1][O:2][C:3]([c:4]1[cH:5][cH:6][c:7]([C:10]([PH2:11]=[O:12])([CH3:13])[O:14][CH2:15][CH3:16])[cH:8][cH:9]1)=[O:17].[CH3:25][OH:26].[Na+:19].[OH-:18].[OH2:27]>>[O:2]=[C:3]([c:4]1[cH:5][cH:6][c:7]([C:10]([PH2:11]=[O:12])([CH3:13])[O:14][CH2:15][CH3:16])[cH:8][cH:9]1)[OH:17].